This data is from the Open Reaction Database (ORD), a public repository of structured organic reaction records. The task is: describe an organic reaction: reactants, conditions, products, and yield The reactants are OC(C)(C)C=1N=C(NC1C(=O)OCC=1OC(OC1C)=O)CCC ((5-methyl-2-oxo-1,3-dioxolen-4-yl)methyl 4-(1-hydroxy-1-methylethyl)-2-propylimidazole-5-carboxylate), C(C1=CC=CC=C1)(C1=CC=CC=C1)(C1=CC=CC=C1)N1N=NN=C1C1=C(C=CC=C1)C1=CC=C(CBr)C=C1 (4-[2-(trityltetrazol-5-yl)phenyl]benzyl bromide), C([O-])([O-])=O.[K+].[K+] (potassium carbonate). The solvent is CN(C(C)=O)C (N,N-dimethylacetamide), CN(C(C)=O)C (N,N-dimethylacetamide), C(C)(=O)OCC (ethyl acetate). Reaction conditions: temperature 60 celsius. Yields the product OC(C)(C)C=1N=C(N(C1C(=O)OCC=1OC(OC1C)=O)CC1=CC=C(C=C1)C1=C(C=CC=C1)C1=NN=NN1C(C1=CC=CC=C1)(C1=CC=CC=C1)C1=CC=CC=C1)CCC ((5-Methyl-2-oxo-1,3-dioxolen-4-yl)methyl 4-(1-hydroxy-1-methylethyl)-2-propyl-1-{4-[2-(trityltetrazol-5-yl)phenyl]phenyl}methylimidazole-5-carboxylate). The yield is 49.7%. As a reaction SMILES: C(=O)([O-])[O-].[K+].[K+].[OH:7][C:8]([C:11]1[N:12]=[C:13]([CH2:27][CH2:28][CH3:29])[NH:14][C:15]=1[C:16]([O:18][CH2:19][C:20]1[O:21][C:22](=[O:26])[O:23][C:24]=1[CH3:25])=[O:17])([CH3:10])[CH3:9].[C:30]([N:49]1[C:53]([C:54]2[CH:59]=[CH:58][CH:57]=[CH:56][C:55]=2[C:60]2[CH:67]=[CH:66][C:63]([CH2:64]Br)=[CH:62][CH:61]=2)=[N:52][N:51]=[N:50]1)([C:43]1[CH:48]=[CH:47][CH:46]=[CH:45][CH:44]=1)([C:37]1[CH:42]=[CH:41][CH:40]=[CH:39][CH:38]=1)[C:31]1[CH:36]=[CH:35][CH:34]=[CH:33][CH:32]=1>CN(C)C(=O)C.C(OCC)(=O)C>[OH:7][C:8]([C:11]1[N:12]=[C:13]([CH2:27][CH2:28][CH3:29])[N:14]([CH2:64][C:63]2[CH:62]=[CH:61][C:60]([C:55]3[CH:56]=[CH:57][CH:58]=[CH:59][C:54]=3[C:53]3[N:49]([C:30]([C:43]4[CH:48]=[CH:47][CH:46]=[CH:45][CH:44]=4)([C:37]4[CH:38]=[CH:39][CH:40]=[CH:41][CH:42]=4)[C:31]4[CH:36]=[CH:35][CH:34]=[CH:33][CH:32]=4)[N:50]=[N:51][N:52]=3)=[CH:67][CH:66]=2)[C:15]=1[C:16]([O:18][CH2:19][C:20]1[O:21][C:22](=[O:26])[O:23][C:24]=1[CH3:25])=[O:17])([CH3:9])[CH3:10] |f:0.1.2|. Procedure details: A suspension of 0.97 g of potassium carbonate in 100 ml of N,N-dimethylacetamide was warmed at 60° C., and then a solution of 1.14 g of (5-methyl-2-oxo-1,3-dioxolen-4-yl)methyl 4-(1-hydroxy-1-methylethyl)-2-propylimidazole-5-carboxylate (prepared as described in Preparation 31) and 2.35 g of 4-[2-(trityltetrazol-5-yl)phenyl]benzyl bromide in 50 ml of N,N-dimethylacetamide was added dropwise to the warm suspension, whilst stirring. The reaction mixture was stirred at 60° C. for 3.5 hours, and it ... Reactants: C(CC(O)(C(=O)[O-])CC(=O)[O-])(=O)[O-].[Na+].[Na+].[Na+] (trisodium citrate), NC=1SC=C(N1)/C(/C(=O)N[C@H]1[C@@H]2N(C(=C(CS2)[C@H]2OCCC2)C(=O)OCC2=CC=C(C=C2)OC)C1=O)=C/CC (4-Methoxybenzyl (6R,7R)-7-[2-(2-aminothiazol-4-yl)-(Z)-pent-2-enamido]-3-[(S)-tetrahydrofuran-2-yl]ceph-3-em-4-carboxylate), [Cl-].[Al+3].[Cl-].[Cl-] (aluminium chloride), C1(=CC=CC=C1)OC (anisole). Run in ClCCl (dichloromethane), O (water), ClCCl (dichloromethane), ClCCl (dichloromethane). Reaction conditions: temperature -40 celsius, time 15 minute. Product: NC=1SC=C(N1)/C(/C(=O)N[C@H]1[C@@H]2N(C(=C(CS2)[C@H]2OCCC2)C(=O)[O-])C1=O)=C/CC.[Na+] (Sodium (6R,7R)-7-[2-(2-Aminothiazol-4-yl)-(Z)-pent-2-enamido]-3-[(S)-tetrahydrofuran-2-yl]ceph-3-em-4-carboxylate). RXN SMILES: [NH2:1][C:2]1[S:3][CH:4]=[C:5](/[C:7](=[CH:37]/[CH2:38][CH3:39])/[C:8]([NH:10][C@@H:11]2[C:35](=[O:36])[N:13]3[C:14]([C:23]([O:25]CC4C=CC(OC)=CC=4)=[O:24])=[C:15]([C@@H:18]4[CH2:22][CH2:21][CH2:20][O:19]4)[CH2:16][S:17][C@H:12]23)=[O:9])[N:6]=1.[Cl-].[Al+3].[Cl-].[Cl-].C1(OC)C=CC=CC=1.C([O-])(=O)CC(CC([O-])=O)(C([O-])=O)O.[Na+:65].[Na+].[Na+]>ClCCl.O>[NH2:1][C:2]1[S:3][CH:4]=[C:5](/[C:7](=[CH:37]/[CH2:38][CH3:39])/[C:8]([NH:10][C@@H:11]2[C:35](=[O:36])[N:13]3[C:14]([C:23]([O-:25])=[O:24])=[C:15]([C@@H:18]4[CH2:22][CH2:21][CH2:20][O:19]4)[CH2:16][S:17][C@H:12]23)=[O:9])[N:6]=1.[Na+:65] |f:1.2.3.4,6.7.8.9,12.13|. Procedure: 4-Methoxybenzyl (6R,7R)-7-[2-(2-aminothiazol-4-yl)-(Z)-pent-2-enamido]-3-[(S)-tetrahydrofuran-2-yl]ceph-3-em-4-carboxylate (80mg) in dichloromethane (2ml) was added dropwise to a mixture of aluminium chloride (47mg) and anisole (1.03ml) in dichloromethane (2ml) at -50° C. under argon. The mixture was stirred for 15 minutes at -40° C. and 0.5M trisodium citrate (3.42ml) added, stirred at room temperature for 15 minutes then diluted with dichloromethane (10ml) and water (10ml). The aqueous layer w... Reactants: COC(=O)c1ccc(N)cn1, O=CC=Cc1ccccc1, c1ccccc1. The product is COC(=O)c1ccc(N=CC=Cc2ccccc2)cn1. RXN SMILES: [CH3:1][O:2][C:3](=[O:4])[c:5]1[n:6][cH:7][c:8]([NH2:11])[cH:9][cH:10]1.[CH:12]([CH:13]=[CH:14][c:15]1[cH:16][cH:17][cH:18][cH:19][cH:20]1)=[O:21].[cH:22]1[cH:23][cH:24][cH:25][cH:26][cH:27]1>>[CH3:1][O:2][C:3](=[O:4])[c:5]1[n:6][cH:7][c:8]([N:11]=[CH:12][CH:13]=[CH:14][c:15]2[cH:16][cH:17][cH:18][cH:19][cH:20]2)[cH:9][cH:10]1. Reactants: Cc1ccnc2ncccc12, C1COCCO1, O, O=[Se]=O. The product is O=Cc1ccnc2ncccc12. RXN SMILES: [CH3:1][c:2]1[cH:3][cH:4][n:5][c:6]2[n:7][cH:8][cH:9][cH:10][c:11]12.[O:15]1[CH2:16][CH2:17][O:18][CH2:19][CH2:20]1.[OH2:21].[Se:12](=[O:13])=[O:14]>>[CH:1]([c:2]1[cH:3][cH:4][n:5][c:6]2[n:7][cH:8][cH:9][cH:10][c:11]12)=[O:13]. Starting materials: CC(=O)O[BH-](OC(C)=O)OC(C)=O, Cc1n[nH]c(N)n1, CC(=O)O, CC1CC(=O)CC(C)O1, [Na+]. Product: Cc1n[nH]c(NC2CC(C)OC(C)C2)n1. As a reaction SMILES: [C:17]([O:18][BH-:19]([O:20][C:21](=[O:22])[CH3:23])[O:24][C:25](=[O:26])[CH3:27])(=[O:28])[CH3:29].[CH3:1][c:2]1[n:3][nH:4][c:5]([NH2:7])[n:6]1.[CH3:31][C:32](=[O:33])[OH:34].[CH3:8][CH:9]1[O:10][CH:11]([CH3:16])[CH2:12][C:13](=[O:15])[CH2:14]1.[Na+:30]>>[CH3:1][c:2]1[n:3][nH:4][c:5]([NH:7][CH:13]2[CH2:12][CH:11]([CH3:16])[O:10][CH:9]([CH3:8])[CH2:14]2)[n:6]1. Reactants: COc1ccc(S(=O)(=O)Nc2ccccc2-c2ccc(F)cc2C(C)O)cc1, C1CCOC1, c1ccc(P(c2ccccc2)c2ccccc2)cc1. The product is COc1ccc(S(=O)(=O)N2c3ccccc3-c3ccc(F)cc3C2C)cc1. As a reaction SMILES: [F:1][c:2]1[cH:3][c:4]([CH:26]([CH3:27])[OH:28])[c:5](-[c:8]2[c:9]([NH:14][S:15](=[O:16])(=[O:17])[c:18]3[cH:19][cH:20][c:21]([O:24][CH3:25])[cH:22][cH:23]3)[cH:10][cH:11][cH:12][cH:13]2)[cH:6][cH:7]1.[O:48]1[CH2:49][CH2:50][CH2:51][CH2:52]1.[c:29]1([P:30]([c:31]2[cH:32][cH:33][cH:34][cH:35][cH:36]2)[c:37]2[cH:38][cH:39][cH:40][cH:41][cH:42]2)[cH:43][cH:44][cH:45][cH:46][cH:47]1>>[F:1][c:2]1[cH:3][c:4]2[c:5]([cH:6][cH:7]1)-[c:8]1[c:9]([cH:10][cH:11][cH:12][cH:13]1)[N:14]([S:15](=[O:16])(=[O:17])[c:18]1[cH:19][cH:20][c:21]([O:24][CH3:25])[cH:22][cH:23]1)[CH:26]2[CH3:27]. Starting materials: C(C)(=O)NC1=CC=C(C=C1)SCCCCOC=1C=C(C2=C(C(OC(N2)=O)(C)C)C1)C (6-[4-(4-acetamido-phenylmercapto)-butoxy]-4,4,8-trimethyl-4H-3,1-benzoxazin-2-one), OO (hydrogen peroxide). Product: C(C)(=O)NC1=CC=C(C=C1)S(=O)CCCCOC=1C=C(C2=C(C(OC(N2)=O)(C)C)C1)C (6-[4-(4-Acetamido-phenylsulfinyl)-butoxy]-4,4,8-trimethyl-4H-3,1-benzoxazin-2-one). RXN SMILES: [C:1]([NH:4][C:5]1[CH:10]=[CH:9][C:8]([S:11][CH2:12][CH2:13][CH2:14][CH2:15][O:16][C:17]2[CH:18]=[C:19]([CH3:30])[C:20]3[NH:25][C:24](=[O:26])[O:23][C:22]([CH3:28])([CH3:27])[C:21]=3[CH:29]=2)=[CH:7][CH:6]=1)(=[O:3])[CH3:2].[OH:31]O>>[C:1]([NH:4][C:5]1[CH:6]=[CH:7][C:8]([S:11]([CH2:12][CH2:13][CH2:14][CH2:15][O:16][C:17]2[CH:18]=[C:19]([CH3:30])[C:20]3[NH:25][C:24](=[O:26])[O:23][C:22]([CH3:27])([CH3:28])[C:21]=3[CH:29]=2)=[O:31])=[CH:9][CH:10]=1)(=[O:3])[CH3:2]. Procedure: Prepared analogously to Example 2 from 6-[4-(4-acetamido-phenylmercapto)-butoxy]-4,4,8-trimethyl-4H-3,1-benzoxazin-2-one and hydrogen peroxide. The reactants are C(C)OC(C(=CNC1=CC=C(C=C1)COC(C1=CC=CC=C1)=O)C(CCC)=O)=O (Ethyl-2-butyryl-3-(4-benzoyloxymethylphenylamino)acrylate). The solvent is petroleum ether, C1(=CC=CC=C1)OC1=CC=CC=C1 (diphenyl ether). Conditions: time 30 minute. Product: C(CCC)(=O)C1=CNC2=CC=C(C=C2C1=O)COC(C1=CC=CC=C1)=O (3-butyryl-6-(benzoyloxymethyl)4(1H)quinolone). The yield is 89.9%. As a reaction SMILES: C([O:3][C:4](=O)[C:5]([C:24](=[O:28])[CH2:25][CH2:26][CH3:27])=[CH:6][NH:7][C:8]1[CH:13]=[CH:12][C:11]([CH2:14][O:15][C:16](=[O:23])[C:17]2[CH:22]=[CH:21][CH:20]=[CH:19][CH:18]=2)=[CH:10][CH:9]=1)C>C1(OC2C=CC=CC=2)C=CC=CC=1>[C:24]([C:5]1[C:4](=[O:3])[C:9]2[C:8](=[CH:13][CH:12]=[C:11]([CH2:14][O:15][C:16](=[O:23])[C:17]3[CH:18]=[CH:19][CH:20]=[CH:21][CH:22]=3)[CH:10]=2)[NH:7][CH:6]=1)(=[O:28])[CH2:25][CH2:26][CH3:27]. Procedure details: Ethyl-2-butyryl-3-(4-benzoyloxymethylphenylamino)acrylate (50 g) was added portion wise to boiling diphenyl ether (500 ml) and heating continued under relfux for 30 minutes. On cooling, crystals started to appear and the mixture was diluted with petroleum ether to give 3-butyryl-6-(benzoyloxymethyl)4(1H)quinolone (39.7 g, 96%) as light brown crystals, m.p. 220° C.-3° C.